Dataset: the Open Reaction Database (ORD), a public repository of structured organic reaction records. Task: describe an organic reaction: reactants, conditions, products, and yield The reactants are C(C)(C)N(CC)C(C)C (IPEA), C=1C=CC2=C(C1)N=NN2O (HOBT), FC(C(=O)O)(F)F.ClCCCC(C(=O)O)=CC1=CC(=C(C=C1)N1C=NC(=C1)C)OC (5-chloro-2-(3-methoxy-4-(4-methyl-1H-imidazol-1-yl)benzylidene)valeric acid trifluoroacetate), FC1=C(C=CC=C1)C(C)(C)N (1-(2-fluorophenyl)-1-methylethylamine). The solvent is C(C)(=O)OCC (ethyl acetate), O (Water), CN(C)C=O (DMF), C(CCl)Cl (EDC). Conditions: time 3 hour. Yields the product FC1=C(C=CC=C1)C(C)(C)NC(C(CCCCl)=CC1=CC(=C(C=C1)N1C=NC(=C1)C)OC)=O (5-chloro-2-(3-methoxy-4-(4-methyl-1H-imidazol-1-yl)benzylidene)valeric acid (1-(2-fluorophenyl)-1-methylethyl)amide). As a reaction SMILES: C(N(C(C)C)CC)(C)C.C1C=CC2N(O)N=NC=2C=1.FC(F)(F)C(O)=O.[Cl:27][CH2:28][CH2:29][CH2:30][C:31](=[CH:35][C:36]1[CH:41]=[CH:40][C:39]([N:42]2[CH:46]=[C:45]([CH3:47])[N:44]=[CH:43]2)=[C:38]([O:48][CH3:49])[CH:37]=1)[C:32]([OH:34])=O.[F:50][C:51]1[CH:56]=[CH:55][CH:54]=[CH:53][C:52]=1[C:57]([NH2:60])([CH3:59])[CH3:58]>CN(C=O)C.C(OCC)(=O)C.O.C(Cl)CCl>[F:50][C:51]1[CH:56]=[CH:55][CH:54]=[CH:53][C:52]=1[C:57]([NH:60][C:32](=[O:34])[C:31](=[CH:35][C:36]1[CH:41]=[CH:40][C:39]([N:42]2[CH:46]=[C:45]([CH3:47])[N:44]=[CH:43]2)=[C:38]([O:48][CH3:49])[CH:37]=1)[CH2:30][CH2:29][CH2:28][Cl:27])([CH3:58])[CH3:59] |f:2.3|. Procedure details: IPEA (0.5 mL), EDC (192 mg) and HOBT (135 mg) were added to a solution of 5-chloro-2-(3-methoxy-4-(4-methyl-1H-imidazol-1-yl)benzylidene)valeric acid trifluoroacetate (150 mg) and 1-(2-fluorophenyl)-1-methylethylamine (102 mg) in DMF (5 mL), and the reaction solution was stirred at room temperature for 3 hours. Water and ethyl acetate were added to the reaction solution and the organic layer was partitioned. The resulting organic layer was dried over anhydrous magnesium sulfate, and the solvent ...